This data is from the Open Reaction Database (ORD), a public repository of structured organic reaction records. The task is: describe an organic reaction: reactants, conditions, products, and yield The reactants are CCOC(C)=O, Cc1ccccc1, O, O, Cc1ccc(S(=O)(=O)O)cc1, CC(C)(C)OC(=O)CCOCCc1ccc2sccc2c1. The product is O=C(O)CCOCCc1ccc2sccc2c1. RXN SMILES: [CH3:35][CH2:36][O:37][C:38](=[O:39])[CH3:40].[CH3:41][c:42]1[cH:43][cH:44][cH:45][cH:46][cH:47]1.[OH2:22].[OH2:34].[c:23]1([CH3:24])[cH:25][cH:26][c:27]([S:28]([OH:29])(=[O:30])=[O:31])[cH:32][cH:33]1.[s:1]1[cH:2][cH:3][c:4]2[c:5]1[cH:6][cH:7][c:8]([CH2:10][CH2:11][O:12][CH2:13][CH2:14][C:15](=[O:16])[O:17][C:18]([CH3:19])([CH3:20])[CH3:21])[cH:9]2>>[s:1]1[cH:2][cH:3][c:4]2[c:5]1[cH:6][cH:7][c:8]([CH2:10][CH2:11][O:12][CH2:13][CH2:14][C:15](=[O:16])[OH:17])[cH:9]2. Starting materials: C(CCCCCCC\C=C/CCCCCCCC)(=O)Cl (Oleoyl chloride), FC(CO)(F)F (2,2,2-trifluoroethanol), Cl (HCl). Product: C(CCCCCCC\C=C/CCCCCCCC)(=O)OCC(F)(F)F (2,2,2-trifluoroethyl oleate). Yield: 96.1%. As a reaction SMILES: [C:1](Cl)(=[O:19])[CH2:2][CH2:3][CH2:4][CH2:5][CH2:6][CH2:7][CH2:8]/[CH:9]=[CH:10]\[CH2:11][CH2:12][CH2:13][CH2:14][CH2:15][CH2:16][CH2:17][CH3:18].[F:21][C:22]([F:26])([F:25])[CH2:23][OH:24].Cl>>[C:1]([O:24][CH2:23][C:22]([F:26])([F:25])[F:21])(=[O:19])[CH2:2][CH2:3][CH2:4][CH2:5][CH2:6][CH2:7][CH2:8]/[CH:9]=[CH:10]\[CH2:11][CH2:12][CH2:13][CH2:14][CH2:15][CH2:16][CH2:17][CH3:18]. Procedure details: Oleoyl chloride (75 g, 250 mmol) is heated at reflux with 2,2,2-trifluoroethanol (60 g, 600 mmol) for 16 hrs. After the evolution of HCl ceased, excess trifluoroethanol is removed in vacuo. Vacuum distillation of the residue afforded 87.6 g of 2,2,2-trifluoroethyl oleate as colorless liquid, by 150°/0.3. The reactants are P(=O)(Cl)(Cl)Cl (phosphorus oxychloride), CN(C=O)C (dimethylformamide), C(C)N(C1=CC=C2C=CC(OC2=C1)=O)CC (7-diethylamino-coumarin), CN(C=O)C (dimethylformamide), ice water. Run at temperature 50 celsius, time 45 minute. The product is C(C)N(C1=CC=C2C=C(C(OC2=C1)=O)C=O)CC (7-diethylamino-coumarin-3-aldehyde). Yield: 86.5%. RXN SMILES: P(Cl)(Cl)(Cl)=O.[CH2:6]([N:8]([CH2:20][CH3:21])[C:9]1[CH:18]=[C:17]2[C:12]([CH:13]=[CH:14][C:15](=[O:19])[O:16]2)=[CH:11][CH:10]=1)[CH3:7].CN(C)[CH:24]=[O:25]>>[CH2:20]([N:8]([CH2:6][CH3:7])[C:9]1[CH:18]=[C:17]2[C:12]([CH:13]=[C:14]([CH:24]=[O:25])[C:15](=[O:19])[O:16]2)=[CH:11][CH:10]=1)[CH3:21]. Reported procedure: 20 g of dimethylformamide are added dropwise to 40 g of phosphorus oxychloride at 20°-50° C. The mixture is stirred for 45 minutes at 50° C whilst excluding moisture. A suspension of 42 g of 7-diethylamino-coumarin in 50 g of dimethylformamide is then added, the mixture is warmed to 60° C for 2 hours and poured out onto 400 g of ice water, and the whole is stirred for 2 hours. The crystalline precipitate is filtered off, thoroughly washed with water and dried in vacuo at 70° C. 41 g of 7-diethyl... The reactants are C1CCOC1, COC(=O)c1cc(C)c2c(c1)OCCO2, [Li+], [Na+], [OH-], [OH-], O. Product: Cc1cc(C(=O)O)cc2c1OCCO2. As a reaction SMILES: [CH2:21]1[O:22][CH2:23][CH2:24][CH2:25]1.[CH3:3][c:4]1[cH:5][c:6]([C:14](=[O:15])[O:16][CH3:17])[cH:7][c:8]2[c:9]1[O:10][CH2:11][CH2:12][O:13]2.[Li+:2].[Na+:19].[OH-:18].[OH-:1].[OH2:20]>>[CH3:3][c:4]1[cH:5][c:6]([C:14](=[O:15])[OH:16])[cH:7][c:8]2[c:9]1[O:10][CH2:11][CH2:12][O:13]2. Starting materials: C(C)SC1=C(C(=NC=C1)C1=CN2C(=NC3=C2C=CC=C3)S1)C (2-(4-ethylthio-3-methylpyrid-2-yl)-thiazolo[3,2-a]benzimidazole), ClC=1C=C(C(=O)OO)C=CC1 (m-chloroperoxybenzoic acid). Run in C(Cl)Cl (CH2Cl2). Product: C(C)SC1=C(C(=NC=C1)C1=CN2C(=NC3=C2C=CC=C3)S1=O)C (2-(4-Ethylthio-3-methylpyrid-2-yl)thiazolo[3,2-a]benzimidazole-1-oxide). RXN SMILES: [CH2:1]([S:3][C:4]1[CH:9]=[CH:8][N:7]=[C:6]([C:10]2[S:21][C:13]3=[N:14][C:15]4[CH:20]=[CH:19][CH:18]=[CH:17][C:16]=4[N:12]3[CH:11]=2)[C:5]=1[CH3:22])[CH3:2].ClC1C=C(C=CC=1)C(OO)=[O:28]>C(Cl)Cl>[CH2:1]([S:3][C:4]1[CH:9]=[CH:8][N:7]=[C:6]([C:10]2[S:21](=[O:28])[C:13]3=[N:14][C:15]4[CH:20]=[CH:19][CH:18]=[CH:17][C:16]=4[N:12]3[CH:11]=2)[C:5]=1[CH3:22])[CH3:2]. Reported procedure: A solution of 2-(4-ethylthio-3-methylpyrid-2-yl)-thiazolo[3,2-a]benzimidazole (0.01 mole) is dissolved in CH2Cl2 solution (100 ml) at 0° C. and treated with m-chloroperoxybenzoic acid (0.01 mole) for 0.5 hours. The solution is then washed with sodium carbonate solution and dried (MgSO4). Purification by chromatography on silica gives the title compound.